From a dataset of the Open Reaction Database (ORD), a public repository of structured organic reaction records. describe an organic reaction: reactants, conditions, products, and yield The reactants are [H+].[B-](F)(F)(F)F (HBF4), C1(=CC=CC=C1)S(=O)CBr (Bromomethyl phenyl sulfoxide), FC(S(=O)(=O)OS(=O)(=O)C(F)(F)F)(F)F (trifluoromethanesulfonic anhydride), CC1=C(C(=C(C=C1)C)C)C (1,2,3,4-tetramethylbenzene). The solvent is C(C)OCC (diethyl ether), C(C)OCC (diethyl ether). Reaction conditions: time 3 hour. Product: F[B-](F)(F)F.BrC[S+](C1=C(C(=C(C(=C1)C)C)C)C)C1=CC=CC=C1 ((bromomethyl)(phenyl)(2,3,4,5-tetramethylphenyl)sulfonium tetrafluoroborate). As a reaction SMILES: [C:1]1([S:7]([CH2:9][Br:10])=O)[CH:6]=[CH:5][CH:4]=[CH:3][CH:2]=1.[CH3:11][C:12]1[CH:17]=[CH:16][C:15]([CH3:18])=[C:14]([CH3:19])[C:13]=1[CH3:20].FC(F)(F)S(OS(C(F)(F)F)(=O)=O)(=O)=O.[H+].[B-:37]([F:41])([F:40])([F:39])[F:38]>C(OCC)C>[F:38][B-:37]([F:41])([F:40])[F:39].[Br:10][CH2:9][S+:7]([C:1]1[CH:6]=[CH:5][CH:4]=[CH:3][CH:2]=1)[C:17]1[CH:16]=[C:15]([CH3:18])[C:14]([CH3:19])=[C:13]([CH3:20])[C:12]=1[CH3:11] |f:3.4,6.7|. Procedure details: Bromomethyl phenyl sulfoxide (1 g, 4.58 mmol) of example 32 was dissolved in dry diethyl ether (30 mL) under an argon atmosphere. 1,2,3,4-tetramethylbenzene (0.678 g, 1.09 eq) was added to the previous solution and then the mixture was cooled to a temperature below −60° C. After stabilizing the temperature, trifluoromethanesulfonic anhydride (0.77 mL, 1 eq) was added slowly, maintaining the same temperature. The mixture was stirred until the reaction was complete. After 3 hours at −60° C., HBF4 ... Reactants: C1CCC2=NCCCN2CC1, COCCOC, Nc1nc(OS(=O)(=O)C(F)(F)F)c([N+](=O)[O-])c(-c2ccco2)n1, OCc1ccccc1. Yields the product Nc1nc(OCc2ccccc2)c([N+](=O)[O-])c(-c2ccco2)n1. As a reaction SMILES: [CH2:32]1[CH2:33][CH2:34][C:35]2=[N:40][CH2:39][CH2:38][CH2:37][N:36]2[CH2:41][CH2:42]1.[CH3:43][O:44][CH2:45][CH2:46][O:47][CH3:48].[NH2:1][c:2]1[n:3][c:4](-[c:19]2[o:20][cH:21][cH:22][cH:23]2)[c:5]([N+:16](=[O:17])[O-:18])[c:6]([O:8][S:9]([C:10]([F:11])([F:12])[F:13])(=[O:14])=[O:15])[n:7]1.[OH:24][CH2:25][c:26]1[cH:27][cH:28][cH:29][cH:30][cH:31]1>>[NH2:1][c:2]1[n:3][c:4](-[c:19]2[o:20][cH:21][cH:22][cH:23]2)[c:5]([N+:16](=[O:17])[O-:18])[c:6]([O:8][CH2:25][c:26]2[cH:27][cH:28][cH:29][cH:30][cH:31]2)[n:7]1.